Dataset: the Open Reaction Database (ORD), a public repository of structured organic reaction records. Task: describe an organic reaction: reactants, conditions, products, and yield Solvent: C1CCOC1 (THF). As a reaction SMILES: [O:1]=[S:2]1(=[O:50])[CH2:7][CH2:6][N:5]([CH2:8][C:9]([NH:11][C:12]23[CH2:46][CH2:45][C@@H:44]([CH:47]([CH3:49])[CH3:48])[C@@H:13]2[C@@H:14]2[C@@:27]([CH3:30])([CH2:28][CH2:29]3)[C@@:26]3([CH3:31])[C@@H:17]([C@:18]4([CH3:43])[C@@H:23]([CH2:24][CH2:25]3)[C:22]([CH3:33])([CH3:32])[C@@H:21]([C:34]3[CH:42]=[CH:41][C:37]([C:38]([O-:40])=[O:39])=[CH:36][CH:35]=3)[CH2:20][CH2:19]4)[CH2:16][CH2:15]2)=[O:10])[CH2:4][CH2:3]1.[C:51]([OH:57])([C:53]([F:56])([F:55])[F:54])=[O:52].O.[OH-].[Li+]>C1COCC1>[O:50]=[S:2]1(=[O:1])[CH2:7][CH2:6][N:5]([CH2:8][C:9]([NH:11][C@:12]23[CH2:46][CH2:45][C@@H:44]([CH:47]([CH3:48])[CH3:49])[C@@H:13]2[C@@H:14]2[C@@:27]([CH3:30])([CH2:28][CH2:29]3)[C@@:26]3([CH3:31])[C@@H:17]([C@:18]4([CH3:43])[C@@H:23]([CH2:24][CH2:25]3)[C:22]([CH3:33])([CH3:32])[C@@H:21]([C:34]3[CH:35]=[CH:36][C:37]([C:38]([OH:40])=[O:39])=[CH:41][CH:42]=3)[CH2:20][CH2:19]4)[CH2:16][CH2:15]2)=[O:10])[CH2:4][CH2:3]1.[C:51]([OH:57])([C:53]([F:56])([F:55])[F:54])=[O:52] |f:2.3.4|. Yields the product O=S1(CCN(CC1)CC(=O)N[C@]12[C@@H]([C@H]3CC[C@@H]4[C@]5(CC[C@@H](C([C@@H]5CC[C@]4([C@@]3(CC1)C)C)(C)C)C1=CC=C(C(=O)O)C=C1)C)[C@@H](CC2)C(C)C)=O (4-((1S,3aS,5aR,5bR,7aS,9S,11aS,11bR,13aR,13bR)-3a-(((1,1-dioxido-4-thiomorpholinyl)acetyl)amino)-1-isopropyl-5a,5b,8,8,11a-pentamethylicosahydro-1H-cyclopenta[a]chrysen-9-yl)benzoic acid), C(=O)(C(F)(F)F)O (TFA). The reactants are O=S1(CCN(CC1)CC(=O)NC12[C@@H]([C@H]3CC[C@@H]4[C@]5(CC[C@@H](C([C@@H]5CC[C@]4([C@@]3(CC1)C)C)(C)C)C1=CC=C(C(=O)[O-])C=C1)C)[C@@H](CC2)C(C)C)=O (4-[(1S,5aR,5bR,7aS,9S,11aS,11bR,13aR,13bR)-3a-[[2-(1,1-dioxo-1,4-thiazinan-4-yl)acetyl]amino]-1-isopropyl-5a,5b,8,8,11a-pentamethyl-1,2,3,4,5,6,7,7a,9,10,11,11b,12,13,13a,13b-hexadecahydrocyclopenta[a]chrysen-9-yl]benzoate), C(=O)(C(F)(F)F)O (TFA), aqueous solution, O.[OH-].[Li+] (lithium hydroxide monohydrate). Procedure details: To a solution of 4-[(1S,5aR,5bR,7aS,9S,11aS,11bR,13aR,13bR)-3a-[[2-(1,1-dioxo-1,4-thiazinan-4-yl)acetyl]amino]-1-isopropyl-5a,5b,8,8,11a-pentamethyl-1,2,3,4,5,6,7,7a,9,10,11,11b,12,13,13a,13b-hexadecahydrocyclopenta[a]chrysen-9-yl]benzoate, TFA (24.3 mg, 0.029 mmol) in THF (3 mL) was added a 0.753 molar aqueous solution of lithium hydroxide monohydrate (0.232 mL, 0.116 mmol). The reaction mixture was heated to 75° C. After 5.5 h, the reaction mixture was concentrated to dryness. The crude residu... Conditions: temperature 75 celsius, time 5.5 hour. The yield is 69.1%.